From a dataset of the Open Reaction Database (ORD), a public repository of structured organic reaction records. describe an organic reaction: reactants, conditions, products, and yield Conditions: time 4 day. Reaction SMILES: [CH3:1][O:2][C:3]1[CH:4]=[CH:5][C:6]2[O:12][CH2:11][C:10](=[O:13])[CH:9]([C:14]#N)[S:8][C:7]=2[CH:16]=1.Cl.[OH2:18].[CH3:19][OH:20]>>[CH3:1][O:2][C:3]1[CH:4]=[CH:5][C:6]2[O:12][CH2:11][C:10](=[O:13])[CH:9]([C:14]([O:20][CH3:19])=[O:18])[S:8][C:7]=2[CH:16]=1. Starting materials: COC=1C=CC2=C(SC(C(CO2)=O)C#N)C1 (7-methoxy-3-oxo-3,4-dihydro-2H-1,5-benzoxathiepin-4-carbonitrile), CO (methanol), Cl (hydrogen chloride), O (water). Procedure details: In 200 ml of methanol is dissolved 15 g of 7-methoxy-3-oxo-3,4-dihydro-2H-1,5-benzoxathiepin-4-carbonitrile, and the solution is saturated with dried hydrogen chloride, followed by allowing the solution to stand at room temperature for 4 days. 10 ml of water is added to the reaction solution, the mixture is allowed to stand overnight and concentrated under reduced pressure. The residue is purified by column chromatography on silica gel (eluent; chloroform) to give 6.0 g of methyl 7-methoxy-3-oxo... The product is COC=1C=CC2=C(SC(C(CO2)=O)C(=O)OC)C1 (methyl 7-methoxy-3-oxo-3,4-dihydro-2H-1,5-benzoxathiepin-4-carboxylate). Reactants: O=C(N1C=CC=2C=C(I)C=CC21)C(C)(C)C. Reagents/catalysts: BrB(Br)Br, OC(C)(C)C(O)(C)C. Reaction conditions: temperature 25 celsius, time 16 hour. The product is IC1=CC=2C=CNC2C(=C1)B3OC(C)(C)C(O3)(C)C. The yield is 49.0%. Reactants: C1(CCCC1)C(=O)N1CC(CC(C1)C1=CC=C(C=C1)CC)C(=O)O (1-(cyclopentylcarbonyl)-5-(4-ethylphenyl)piperidine-3-carboxylic acid), FC=1C=C(C=CC1)C(N)=NO (3-fluoro-N′-hydroxybenzenecarboximidamide). Product: C1(CCCC1)C(=O)N1CC(CC(C1)C1=NC(=NO1)C1=CC(=CC=C1)F)C1=CC=C(C=C1)CC (1-(Cyclopentylcarbonyl)-3-(4-ethylphenyl)-5-[3-(3-fluorophenyl)-1,2,4-oxadiazol-5-yl]piperidine). Reaction SMILES: [CH:1]1([C:6]([N:8]2[CH2:13][CH:12]([C:14]3[CH:19]=[CH:18][C:17]([CH2:20][CH3:21])=[CH:16][CH:15]=3)[CH2:11][CH:10]([C:22](O)=[O:23])[CH2:9]2)=[O:7])[CH2:5][CH2:4][CH2:3][CH2:2]1.[F:25][C:26]1[CH:27]=[C:28]([C:32](=[N:34]O)[NH2:33])[CH:29]=[CH:30][CH:31]=1>>[CH:1]1([C:6]([N:8]2[CH2:9][CH:10]([C:22]3[O:23][N:34]=[C:32]([C:28]4[CH:29]=[CH:30][CH:31]=[C:26]([F:25])[CH:27]=4)[N:33]=3)[CH2:11][CH:12]([C:14]3[CH:19]=[CH:18][C:17]([CH2:20][CH3:21])=[CH:16][CH:15]=3)[CH2:13]2)=[O:7])[CH2:5][CH2:4][CH2:3][CH2:2]1. Procedure: 66 mg (0.20 mmol) of 1-(cyclopentylcarbonyl)-5-(4-ethylphenyl)piperidine-3-carboxylic acid (Example 7A) and 34 mg (0.22 mmol, 1.1 eq.) of 3-fluoro-N′-hydroxybenzenecarboximidamide were reacted according to the General Method 1. Yield: 47 mg (53% of theory) The reactants are C(C1=CC=CC=C1)Br (benzyl bromide), ClC1=CC=CC(=N1)O (6-chloropyridin-2-ol), C([O-])([O-])=O.[K+].[K+] (potassium carbonate). Solvent: CN(C)C=O (DMF). Reaction conditions: temperature 80 celsius, time 2 hour. Product: C(C1=CC=CC=C1)OC1=NC(=CC=C1)Cl (2-(Benzyloxy)-6-chloropyridine). Reaction SMILES: [CH2:1](Br)[C:2]1[CH:7]=[CH:6][CH:5]=[CH:4][CH:3]=1.[Cl:9][C:10]1[N:15]=[C:14]([OH:16])[CH:13]=[CH:12][CH:11]=1.C(=O)([O-])[O-].[K+].[K+]>CN(C=O)C>[CH2:1]([O:16][C:14]1[CH:13]=[CH:12][CH:11]=[C:10]([Cl:9])[N:15]=1)[C:2]1[CH:7]=[CH:6][CH:5]=[CH:4][CH:3]=1 |f:2.3.4|. Procedure details: Add benzyl bromide (1 mL, 8.38 mmol) to a solution of 6-chloropyridin-2-ol (2 g, 15.4 mmol), potassium carbonate (3.41 g, 24.7 mmol) in DMF (20 mL) heat to 80° C. and stir for two hours. Quench reaction mixture with water, then extract three times with 20 mL EtOAc. Combine the organic washings and wash with water (20 mL); dry over sodium sulphate; filter; collect the filtrate; and concentrate under vacuum. Purify via normal phase silica gel flash column chromatography using a gradient of 0-50% e... Starting materials: ClCCl, O=C(O)C(F)(F)F, O=C(Nc1ccc2c(c1)c(-c1nc3cc(N4CCOCC4)ccc3[nH]1)nn2C1CCCCO1)C1CC1(F)F. Yields the product O=C(Nc1ccc2[nH]nc(-c3nc4cc(N5CCOCC5)ccc4[nH]3)c2c1)C1CC1(F)F. RXN SMILES: [Cl:46][CH2:47][Cl:48].[F:1][C:2]([F:3])([F:4])[C:5]([OH:6])=[O:7].[F:8][C:9]1([F:45])[CH:10]([C:12](=[O:13])[NH:14][c:15]2[cH:16][c:17]3[c:18](-[c:30]4[n:31][c:32]5[c:33]([nH:34]4)[cH:35][cH:36][c:37]([N:39]4[CH2:40][CH2:41][O:42][CH2:43][CH2:44]4)[cH:38]5)[n:19][n:20]([CH:24]4[CH2:25][CH2:26][CH2:27][CH2:28][O:29]4)[c:21]3[cH:22][cH:23]2)[CH2:11]1>>[F:8][C:9]1([F:45])[CH:10]([C:12](=[O:13])[NH:14][c:15]2[cH:16][c:17]3[c:18](-[c:30]4[n:31][c:32]5[c:33]([nH:34]4)[cH:35][cH:36][c:37]([N:39]4[CH2:40][CH2:41][O:42][CH2:43][CH2:44]4)[cH:38]5)[n:19][nH:20][c:21]3[cH:22][cH:23]2)[CH2:11]1. Starting materials: N1(CCCCC1)C1=CC=C(C=C1)C=1C=CC2=C(C=C(CCS2(=O)=O)C(=O)OC)C1 (methyl 7-(4-piperidinophenyl)-1,1-dioxo-2,3-dihydro-1-benzothiepine-4-carboxylate). Run in Cl (hydrochloric acid). Reaction conditions: temperature 70 celsius, time 5 hour. Product: N1(CCCCC1)C1=CC=C(C=C1)C=1C=CC2=C(C=C(CCS2(=O)=O)C(=O)O)C1 (7-(4-piperidinophenyl)-1,1-dioxo-2,3-dihydro-1-benzothiepine-4-carboxylic acid). Yield: 94.8%. As a reaction SMILES: [N:1]1([C:7]2[CH:12]=[CH:11][C:10]([C:13]3[CH:14]=[CH:15][C:16]4[S:22](=[O:24])(=[O:23])[CH2:21][CH2:20][C:19]([C:25]([O:27]C)=[O:26])=[CH:18][C:17]=4[CH:29]=3)=[CH:9][CH:8]=2)[CH2:6][CH2:5][CH2:4][CH2:3][CH2:2]1>Cl>[N:1]1([C:7]2[CH:12]=[CH:11][C:10]([C:13]3[CH:14]=[CH:15][C:16]4[S:22](=[O:24])(=[O:23])[CH2:21][CH2:20][C:19]([C:25]([OH:27])=[O:26])=[CH:18][C:17]=4[CH:29]=3)=[CH:9][CH:8]=2)[CH2:2][CH2:3][CH2:4][CH2:5][CH2:6]1. Procedure details: To methyl 7-(4-piperidinophenyl)-1,1-dioxo-2,3-dihydro-1-benzothiepine-4-carboxylate (600 mg) was added 6N hydrochloric acid (60 ml), and the mixture was stirred at 70° C. for 5 hours and concentrated under reduced pressure. To the residue was added ethanol, and to the mixture were added 8N sodium hydroxide solution and 1N sodium hydroxide solution to make the solution pH 6-7. The mixture was concentrated under reduced pressure to give solid, which was collected by filtration and washed with wat...